From a dataset of the Open Reaction Database (ORD), a public repository of structured organic reaction records. describe an organic reaction: reactants, conditions, products, and yield Reactants: [BH3-]C#N, COc1ccccc1N1CCC(=O)CC1, CC(=O)O, CO, CC(C)(C)OC(=O)NCCN, [Na+]. Product: COc1ccccc1N1CCC(NCCNC(=O)OC(C)(C)C)CC1. As a reaction SMILES: [C:31]([BH3-:32])#[N:33].[CH3:1][O:2][c:3]1[c:4]([N:9]2[CH2:10][CH2:11][C:12](=[O:15])[CH2:13][CH2:14]2)[cH:5][cH:6][cH:7][cH:8]1.[CH3:27][C:28](=[O:29])[OH:30].[CH3:35][OH:36].[NH2:16][CH2:17][CH2:18][NH:19][C:20]([O:21][C:22]([CH3:23])([CH3:24])[CH3:25])=[O:26].[Na+:34]>>[CH3:1][O:2][c:3]1[c:4]([N:9]2[CH2:10][CH2:11][CH:12]([NH:16][CH2:17][CH2:18][NH:19][C:20]([O:21][C:22]([CH3:23])([CH3:24])[CH3:25])=[O:26])[CH2:13][CH2:14]2)[cH:5][cH:6][cH:7][cH:8]1. Reactants: C(C1=CC=CC=C1)O[C@H]1C(O[C@@H]([C@@H]([C@@H]1OCC1=CC=CC=C1)OCC1=CC=CC=C1)COCC1=CC=CC=C1)CC(=O)[O-] (2,3,4,6-tetra-O-benzyl-D-galactopyranosylacetate), C(O)([O-])=O.[Na+] (sodium hydrogencarbonate), Br (HBr), Br (HBr). Solvent: C1(=CC=CC=C1)C (toluene), C(C)(C)OC(C)C (isopropyl ether), C(C)(C)OC(C)C (isopropyl ether). Conditions: temperature -5 celsius, time 90 minute. Yields the product C(C1=CC=CC=C1)O[C@H]1[C@H](O[C@@H]([C@@H]([C@@H]1OCC1=CC=CC=C1)OCC1=CC=CC=C1)COCC1=CC=CC=C1)Br (2,3,4,6-tetra-O-benzyl-α-D-galactopyranosyl bromide). RXN SMILES: [CH2:1]([O:8][C@@H:9]1[C@@H:14]([O:15][CH2:16][C:17]2[CH:22]=[CH:21][CH:20]=[CH:19][CH:18]=2)[C@@H:13]([O:23][CH2:24][C:25]2[CH:30]=[CH:29][CH:28]=[CH:27][CH:26]=2)[C@@H:12]([CH2:31][O:32][CH2:33][C:34]2[CH:39]=[CH:38][CH:37]=[CH:36][CH:35]=2)[O:11][CH:10]1CC([O-])=O)[C:2]1[CH:7]=[CH:6][CH:5]=[CH:4][CH:3]=1.[BrH:44].C(=O)([O-])O.[Na+]>C1(C)C=CC=CC=1.C(OC(C)C)(C)C>[CH2:1]([O:8][C@@H:9]1[C@@H:14]([O:15][CH2:16][C:17]2[CH:22]=[CH:21][CH:20]=[CH:19][CH:18]=2)[C@@H:13]([O:23][CH2:24][C:25]2[CH:30]=[CH:29][CH:28]=[CH:27][CH:26]=2)[C@@H:12]([CH2:31][O:32][CH2:33][C:34]2[CH:39]=[CH:38][CH:37]=[CH:36][CH:35]=2)[O:11][C@@H:10]1[Br:44])[C:2]1[CH:7]=[CH:6][CH:5]=[CH:4][CH:3]=1 |f:2.3|. Procedure details: 2,3,4,6-tetra-O-benzyl-D-galactopyranosylacetate (79.8 g) was dissolved in a mixture of toluene (160 ml) and isopropyl ether (520 ml), and the solution was cooled to −10 to 0° C. To this solution, an isopropyl ether solution (2.8 mmol/ml, about 100 ml) containing 2.0 equivalent volumes of HBr was added. After stirring for about 90 minutes at −10 to 0° C., an aqueous 5% sodium hydrogencarbonate solution was poured into the reaction solution, and excessive HBr was neutralized by stirring. The whol... Reactants: BrCCCCCCCCCCCCCCO (14-bromo-1-tetradecanol), C(CCC)[Li] (n-butyl lithium), C1OC2(CC(C(CC2)C)S(=O)(=O)C2=CC=CC=C2)OC1 (1,1-(ethylenedioxy)-4-methyl-3-(phenylsulfonyl)-cyclohexane), C1(=CC=CC=C1)C(C1=CC=CC=C1)C1=CC=CC=C1 (triphenylmethane), [Cl-].[NH4+] (ammonium chloride). The solvent is CN(C)P(=O)(N(C)C)N(C)C (HMPT), C1CCOC1 (THF), C1CCOC1 (THF). Conditions: temperature -78 celsius, time 10 minute. The product is C1OC2(CC(C(CC2)C)(S(=O)(=O)C2=CC=CC=C2)CCCCCCCCCCCCCCO)OC1 (1,1-(ethylenedioxy)-3-(14-hydroxytetradecyl)-4-methyl-3-(phenylsulfonyl)-cyclohexane), oil. Isolated yield 98.0%. As a reaction SMILES: C([Li])CCC.[CH2:6]1[CH2:25][O:24][C:8]2([CH2:13][CH2:12][CH:11]([CH3:14])[CH:10]([S:15]([C:18]3[CH:23]=[CH:22][CH:21]=[CH:20][CH:19]=3)(=[O:17])=[O:16])[CH2:9]2)[O:7]1.C1(C(C2C=CC=CC=2)C2C=CC=CC=2)C=CC=CC=1.Br[CH2:46][CH2:47][CH2:48][CH2:49][CH2:50][CH2:51][CH2:52][CH2:53][CH2:54][CH2:55][CH2:56][CH2:57][CH2:58][CH2:59][OH:60].[Cl-].[NH4+]>C1COCC1.CN(P(N(C)C)(N(C)C)=O)C>[CH2:25]1[CH2:6][O:7][C:8]2([CH2:13][CH2:12][CH:11]([CH3:14])[C:10]([CH2:46][CH2:47][CH2:48][CH2:49][CH2:50][CH2:51][CH2:52][CH2:53][CH2:54][CH2:55][CH2:56][CH2:57][CH2:58][CH2:59][OH:60])([S:15]([C:18]3[CH:19]=[CH:20][CH:21]=[CH:22][CH:23]=3)(=[O:17])=[O:16])[CH2:9]2)[O:24]1 |f:4.5|. Procedure details: A solution of n-butyl lithium (1.8 ml) was added dropwise to a 5 ml THF solution of 560 mg of 1,1-(ethylenedioxy)-4-methyl-3-(phenylsulfonyl)-cyclohexane and 4 mg of triphenylmethane under an argon gas stream at −78° C. The resulting mixture was stirred for 10 minutes and then reacted at room temperature for one hour. HMPT (1 ml) was added and the resulting mixture was cooled to −78° C. again, followed by the dropwise addition of a 2 ml THF solution of 205 mg of 14-bromo-1-tetradecanol. After re... The reactants are COC=1C=C2C(=NC=NC2=CC1OCCOC)SC=1C=C(N)C=CC1 (3-(6-methoxy-7-(2-methoxyethoxy)quinazolin-4-ylthio)aniline), Example 230A, C(C)(C)(C)C1=NN(C(=C1)NC(OC1=CC=CC=C1)=O)C1=C(C=C(C=C1)C)C (phenyl 3-tert-butyl-1-(2,4-dimethylphenyl)-1H-pyrazol-5-ylcarbamate). Product: C(C)(C)(C)C1=NN(C(=C1)NC(=O)NC1=CC(=CC=C1)SC1=NC=NC2=CC(=C(C=C12)OC)OCCOC)C1=C(C=C(C=C1)C)C (1-(3-tert-butyl-1-(2,4-dimethylphenyl)-1H-pyrazol-5-yl)-3-(3-(6-methoxy-7-(2-methoxyethoxy)quinazolin-4-ylthio)phenyl)urea). The yield is 77.0%. Reaction SMILES: [CH3:1][O:2][C:3]1[CH:4]=[C:5]2[C:10](=[CH:11][C:12]=1[O:13][CH2:14][CH2:15][O:16][CH3:17])[N:9]=[CH:8][N:7]=[C:6]2[S:18][C:19]1[CH:20]=[C:21]([CH:23]=[CH:24][CH:25]=1)[NH2:22].[C:26]([C:30]1[CH:34]=[C:33]([NH:35][C:36](=O)[O:37]C2C=CC=CC=2)[N:32]([C:45]2[CH:50]=[CH:49][C:48]([CH3:51])=[CH:47][C:46]=2[CH3:52])[N:31]=1)([CH3:29])([CH3:28])[CH3:27]>>[C:26]([C:30]1[CH:34]=[C:33]([NH:35][C:36]([NH:22][C:21]2[CH:23]=[CH:24][CH:25]=[C:19]([S:18][C:6]3[C:5]4[C:10](=[CH:11][C:12]([O:13][CH2:14][CH2:15][O:16][CH3:17])=[C:3]([O:2][CH3:1])[CH:4]=4)[N:9]=[CH:8][N:7]=3)[CH:20]=2)=[O:37])[N:32]([C:45]2[CH:50]=[CH:49][C:48]([CH3:51])=[CH:47][C:46]=2[CH3:52])[N:31]=1)([CH3:29])([CH3:28])[CH3:27]. Reported procedure: The title compound was prepared from 3-(6-methoxy-7-(2-methoxyethoxy)quinazolin-4-ylthio)aniline described in Example 230A (94 mg, 0.27 mmol) and phenyl 3-tert-butyl-1-(2,4-dimethylphenyl)-1H-pyrazol-5-ylcarbamate (120 mg, 0.33 mmol) using the procedure in Example 115C to give 1-(3-tert-butyl-1-(2,4-dimethylphenyl)-1H-pyrazol-5-yl)-3-(3-(6-methoxy-7-(2-methoxyethoxy)quinazolin-4-ylthio)phenyl)urea (130 mg, 0.21 mmol, 77%). 1H NMR (300 MHz, DMSO-d6) δ 9.15 (s, 1H), 8.68 (s, 1H), 8.18 (s, 1H), 7.7... The reactants are O (Water), CC1=C(C(=CC(=C1)OCCCS(=O)(=O)C)C)C1=CC(=CC=C1)COC1=CC2=C([C@@H](CO2)CC(=O)O)C=C1 ([(3S)-6-({2′,6′-Dimethyl-4′-[3-(methylsulfonyl)propoxy]biphenyl-3-yl}methoxy)-2,3-dihydro-1-benzofuran-3-yl]acetic acid), O (water). Solvent: CC(=O)C (acetone). Conditions: time 2 hour. Product: O.CC1=C(C(=CC(=C1)OCCCS(=O)(=O)C)C)C1=CC(=CC=C1)COC1=CC2=C([C@@H](CO2)CC(=O)O)C=C1 ([(3S)-6-({2′,6′-dimethyl-4′-[3-(methylsulfonyl)propoxy]biphenyl-3-yl}methoxy)-2,3-dihydro-1-benzofuran-3-yl]acetic acid hydrate). Isolated yield 173.7%. Reaction SMILES: [CH3:1][C:2]1[CH:7]=[C:6]([O:8][CH2:9][CH2:10][CH2:11][S:12]([CH3:15])(=[O:14])=[O:13])[CH:5]=[C:4]([CH3:16])[C:3]=1[C:17]1[CH:22]=[CH:21][CH:20]=[C:19]([CH2:23][O:24][C:25]2[CH:37]=[CH:36][C:28]3[C@H:29]([CH2:32][C:33]([OH:35])=[O:34])[CH2:30][O:31][C:27]=3[CH:26]=2)[CH:18]=1.O>CC(C)=O>[OH2:8].[CH3:16][C:4]1[CH:5]=[C:6]([O:8][CH2:9][CH2:10][CH2:11][S:12]([CH3:15])(=[O:14])=[O:13])[CH:7]=[C:2]([CH3:1])[C:3]=1[C:17]1[CH:22]=[CH:21][CH:20]=[C:19]([CH2:23][O:24][C:25]2[CH:37]=[CH:36][C:28]3[C@H:29]([CH2:32][C:33]([OH:35])=[O:34])[CH2:30][O:31][C:27]=3[CH:26]=2)[CH:18]=1 |f:3.4|. Procedure details: [(3S)-6-({2′,6′-Dimethyl-4′-[3-(methylsulfonyl)propoxy]biphenyl-3-yl}methoxy)-2,3-dihydro-1-benzofuran-3-yl]acetic acid (212.60 g) was dissolved in acetone (510 mL). Water (255 mL) was added dropwise. Seed crystal was added, and the mixture was stirred for 2 hr. The mixture was cooled to 10° C. or below, and stirred for 2 hr. While cooling to 10° C. or below, water (765 mL) was added dropwise, and the mixture was stirred for 2 hr. The precipitated solid was collected by filtration, and washed wi... The reactants are C(C1=CC=CC=C1)OC=1C(=NC=CC1)S(=O)(=O)N (3-benzyloxy-pyrid-2-ylsulfonamide). Reagents/catalysts: [Pd] (Pd/C). Run in CO (methanol). Product: OC=1C(=NC=CC1)S(=O)(=O)N (3-hydroxy-pyrid-2-ylsulfonamide). Reaction SMILES: C([O:8][C:9]1[C:10]([S:15]([NH2:18])(=[O:17])=[O:16])=[N:11][CH:12]=[CH:13][CH:14]=1)C1C=CC=CC=1>[Pd].CO>[OH:8][C:9]1[C:10]([S:15]([NH2:18])(=[O:17])=[O:16])=[N:11][CH:12]=[CH:13][CH:14]=1. Reported procedure: A solution of 263.7 g of 3-benzyloxy-pyrid-2-ylsulfonamide in 2.5 of methanol is hydrogenated with the addition of 26 g of 5% Pd/C catalyst. After 23.8 of hydrogen have been absorbed, the catalyst is filtered off. After evaporation of the methanol, 3-hydroxypyrid-2-ylsulfonamide remains in the form of a crystalline mass. Melting point 162°-164° C. The reactants are CC(C)C[Al+]CC(C)C, [H-], CCOC(=O)C1CCN(C(=O)OC(C)(C)C)CC1, c1ccccc1. The product is CC(C)(C)OC(=O)N1CCC(CO)CC1. Reaction SMILES: [CH2:20]([Al+:21][CH2:22][CH:23]([CH3:24])[CH3:25])[CH:26]([CH3:27])[CH3:28].[H-:19].[N:1]1([C:12](=[O:13])[O:14][C:15]([CH3:16])([CH3:17])[CH3:18])[CH2:2][CH2:3][CH:4]([C:7](=[O:8])[O:9][CH2:10][CH3:11])[CH2:5][CH2:6]1.[cH:29]1[cH:30][cH:31][cH:32][cH:33][cH:34]1>>[N:1]1([C:12](=[O:13])[O:14][C:15]([CH3:16])([CH3:17])[CH3:18])[CH2:2][CH2:3][CH:4]([CH2:7][OH:8])[CH2:5][CH2:6]1. Reactants: CC(C)(Oc1cc([N+](=O)[O-])ccc1Br)C(=O)Cl, [Li]CCCC, CCCCCC, Cc1cc(F)cc(C)c1N, [Na+], C1CCOC1, O=C(O)CC(O)(CC(=O)O)C(=O)O, O=C([O-])O. The product is Cc1cc(F)cc(C)c1NC(=O)C(C)(C)Oc1cc([N+](=O)[O-])ccc1Br. As a reaction SMILES: [Br:22][c:23]1[c:24]([O:25][C:26]([C:27](=[O:28])[Cl:29])([CH3:30])[CH3:31])[cH:32][c:33]([N+:36](=[O:37])[O-:38])[cH:34][cH:35]1.[CH2:17]([Li:18])[CH2:19][CH2:20][CH3:21].[CH3:11][CH2:12][CH2:13][CH2:14][CH2:15][CH3:16].[F:1][c:2]1[cH:3][c:4]([CH3:10])[c:5]([NH2:6])[c:7]([CH3:9])[cH:8]1.[Na+:52].[O:57]1[CH2:58][CH2:59][CH2:60][CH2:61]1.[OH:39][C:40]([CH2:41][C:42]([C:43](=[O:44])[OH:45])([CH2:46][C:47](=[O:48])[OH:49])[OH:50])=[O:51].[OH:53][C:54](=[O:55])[O-:56]>>[F:1][c:2]1[cH:3][c:4]([CH3:10])[c:5]([NH:6][C:27]([C:26]([O:25][c:24]2[c:23]([Br:22])[cH:35][cH:34][c:33]([N+:36](=[O:37])[O-:38])[cH:32]2)([CH3:30])[CH3:31])=[O:28])[c:7]([CH3:9])[cH:8]1.